Dataset: the Open Reaction Database (ORD), a public repository of structured organic reaction records. Task: describe an organic reaction: reactants, conditions, products, and yield Reactants: intermediate, C(C=CC1=CC=CC=C1)(=O)Cl (cinnamoyl chloride), C(C)(=O)N1CCC2=CC=C(C=C12)N (1-acetyl-6-aminoindoline), [BH-](OC(=O)C)(OC(=O)C)OC(=O)C.[Na+] (Na(OAc)3BH), C(C1=CC=CC=C1)N1CC(CC1)NC1=CC=C2CCN(C2=C1)C(C)=O (1-[6-(1-benzyl-pyrrolidin-3-ylamino)-2,3-dihydro-indol-1-yl]-ethanone), C(C1=CC=CC=C1)N1CC(CC1)=O (1-benzyl-3-pyrrolidinone), CC(=O)O (AcOH). Run in ClCCCl (1,2-dichloroethane). The product is desired intermediate, C(C)(=O)N1CCC2=CC=C(C=C12)N(C(\C=C\C1=CC=CC=C1)=O)C1CN(CC1)CC1=CC=CC=C1 (trans-N-(1-Acetyl-2,3-dihydro-1H-indol-6-yl)-N-(1-benzyl-pyrrolidin-3-yl)-3-phenyl-acrylamide). Isolated yield 74.0%. As a reaction SMILES: [CH2:1]([N:8]1[CH2:12][CH2:11][CH:10]([NH:13][C:14]2[CH:22]=[C:21]3[C:17]([CH2:18][CH2:19][N:20]3[C:23](=[O:25])[CH3:24])=[CH:16][CH:15]=2)[CH2:9]1)[C:2]1[CH:7]=[CH:6][CH:5]=[CH:4][CH:3]=1.C(N1CCC(=O)C1)C1C=CC=CC=1.C(N1C2C(=CC=C(N)C=2)CC1)(=O)C.[BH-](OC(C)=O)(OC(C)=O)OC(C)=O.[Na+].CC(O)=O.[C:70](Cl)(=[O:79])[CH:71]=[CH:72][C:73]1[CH:78]=[CH:77][CH:76]=[CH:75][CH:74]=1>ClCCCl>[C:23]([N:20]1[C:21]2[C:17](=[CH:16][CH:15]=[C:14]([N:13]([CH:10]3[CH2:11][CH2:12][N:8]([CH2:1][C:2]4[CH:3]=[CH:4][CH:5]=[CH:6][CH:7]=4)[CH2:9]3)[C:70](=[O:79])/[CH:71]=[CH:72]/[C:73]3[CH:78]=[CH:77][CH:76]=[CH:75][CH:74]=3)[CH:22]=2)[CH2:18][CH2:19]1)(=[O:25])[CH3:24] |f:3.4|. Reported procedure: 1-[6-(1-benzyl-pyrrolidin-3-ylamino)-2,3-dihydro-indol-1-yl]-ethanone. The desired intermediate (84 mg, 44%) was prepared as in Example 39, Step A, using 1-benzyl-3-pyrrolidinone (0.20 g, 1.1 mmol), 1-acetyl-6-aminoindoline (0.10 g, 0.57 mmol), Na(OAc)3BH (360 mg, 1.7 mmol), and AcOH (171 μL, 3.0 mmol) in 1,2-dichloroethane (10 mL). 1H NMR (500 MHz, CDCl3): 7.61 (s, 1H), 7.35-7.28 (m, 4H), 7.28-7.20 (m, 1H), 6.93 (d, J=8.1 Hz,1H), 6.24 (dd, J=8.2, 1.9 Hz, 1H), 4.05-3.96 (m, 3H), 3.68-3.56 (m, 2H... Product: CCOC(=O)CN1C(=O)CCN(C(=O)c2ccc(N)cc2)c2ccccc21. Starting materials: CCOC(=O)CN1C(=O)CCN(C(=O)c2ccc([N+](=O)[O-])cc2)c2ccccc21, CO, CC(=O)O, CCCCCC, CC(C)OC(C)C, [Fe]. As a reaction SMILES: [CH2:1]([CH3:2])[O:3][C:4](=[O:5])[CH2:6][N:7]1[C:8](=[O:29])[CH2:9][CH2:10][N:11]([C:18]([c:19]2[cH:20][cH:21][c:22]([N+:25]([O-:26])=[O:27])[cH:23][cH:24]2)=[O:28])[c:12]2[c:13]1[cH:14][cH:15][cH:16][cH:17]2.[CH3:30][OH:31].[CH3:32][C:33](=[O:34])[OH:35].[CH3:44][CH2:45][CH2:46][CH2:47][CH2:48][CH3:49].[CH:36]([O:37][CH:38]([CH3:39])[CH3:40])([CH3:41])[CH3:42].[Fe:43]>>[CH2:1]([CH3:2])[O:3][C:4](=[O:5])[CH2:6][N:7]1[C:8](=[O:29])[CH2:9][CH2:10][N:11]([C:18]([c:19]2[cH:20][cH:21][c:22]([NH2:25])[cH:23][cH:24]2)=[O:28])[c:12]2[c:13]1[cH:14][cH:15][cH:16][cH:17]2. As a reaction SMILES: [CH2:1]([CH3:2])[O:3][CH:4]1[O:5][C:6](=[O:37])[CH2:7][CH:8]1[NH:9][C:10](=[O:11])[CH:12]1[CH2:13][CH2:14][CH:15]2[N:16]1[C:17](=[O:36])[CH:18]([NH:23][C:24](=[O:25])[c:26]1[n:27][cH:28][cH:29][c:30]3[cH:31][cH:32][cH:33][cH:34][c:35]13)[CH2:19][CH:20]=[CH:21][CH2:22]2.[OH2:38]>>[OH:3][CH:4]1[O:5][C:6](=[O:37])[CH2:7][CH:8]1[NH:9][C:10](=[O:11])[CH:12]1[CH2:13][CH2:14][CH:15]2[N:16]1[C:17](=[O:36])[CH:18]([NH:23][C:24](=[O:25])[c:26]1[n:27][cH:28][cH:29][c:30]3[cH:31][cH:32][cH:33][cH:34][c:35]13)[CH2:19][CH:20]=[CH:21][CH2:22]2. Product: O=C1CC(NC(=O)C2CCC3CC=CCC(NC(=O)c4nccc5ccccc45)C(=O)N32)C(O)O1. Starting materials: CCOC1OC(=O)CC1NC(=O)C1CCC2CC=CCC(NC(=O)c3nccc4ccccc34)C(=O)N21, O. Reactants: CC(=O)[O-], CC(=O)[O-], CC1CNCCN1, CC(C)(C)[O-], Cc1ccccc1, Fc1ccc(Br)cc1, [Na+], [Pd+2]. Yields the product CC1CN(c2ccc(F)cc2)CCN1. Reaction SMILES: [C:29]([O-:30])(=[O:31])[CH3:32].[C:34]([O-:35])(=[O:36])[CH3:37].[CH3:15][CH:16]1[NH:17][CH2:18][CH2:19][NH:20][CH2:21]1.[CH3:1][C:2]([CH3:3])([O-:4])[CH3:5].[CH3:22][c:23]1[cH:24][cH:25][cH:26][cH:27][cH:28]1.[F:7][c:8]1[cH:9][cH:10][c:11]([Br:14])[cH:12][cH:13]1.[Na+:6].[Pd+2:33]>>[F:7][c:8]1[cH:9][cH:10][c:11]([N:20]2[CH2:19][CH2:18][NH:17][CH:16]([CH3:15])[CH2:21]2)[cH:12][cH:13]1. Reactants: CC(C)(C)OC(=O)NC(Cc1ccccc1)C(O)CC(N)Cc1ccccc1, ClCCl, [Na+], [OH-], O=C(O)C(F)(F)F. Yields the product NC(Cc1ccccc1)CC(O)C(N)Cc1ccccc1. RXN SMILES: [C:1]([O:2][C:3](=[O:4])[NH:8][CH:9]([CH2:10][c:11]1[cH:12][cH:13][cH:14][cH:15][cH:16]1)[CH:17]([CH2:18][CH:19]([CH2:20][c:21]1[cH:22][cH:23][cH:24][cH:25][cH:26]1)[NH2:27])[OH:28])([CH3:5])([CH3:6])[CH3:7].[CH2:38]([Cl:39])[Cl:40].[Na+:37].[OH-:36].[OH:29][C:30]([C:31]([F:32])([F:33])[F:34])=[O:35]>>[NH2:8][CH:9]([CH2:10][c:11]1[cH:12][cH:13][cH:14][cH:15][cH:16]1)[CH:17]([CH2:18][CH:19]([CH2:20][c:21]1[cH:22][cH:23][cH:24][cH:25][cH:26]1)[NH2:27])[OH:28].